Task: describe an organic reaction: reactants, conditions, products, and yield. Dataset: the Open Reaction Database (ORD), a public repository of structured organic reaction records The reactants are CC1(COCc2ccccc2)CCCC2(C1)OCCO2, CC(C)=O, CCOC(C)=O, O, Cc1ccc(S(=O)(=O)[O-])cc1, c1cc[nH+]cc1. The product is CC1(COCc2ccccc2)CCCC(=O)C1. RXN SMILES: [CH2:1]([c:2]1[cH:3][cH:4][cH:5][cH:6][cH:7]1)[O:8][CH2:9][C:10]1([CH3:20])[CH2:11][C:12]2([O:13][CH2:16][CH2:15][O:14]2)[CH2:17][CH2:18][CH2:19]1.[CH3:21][C:22](=[O:23])[CH3:24].[CH3:43][CH2:44][O:45][C:46](=[O:47])[CH3:48].[OH2:42].[c:25]1([CH3:26])[cH:27][cH:28][c:29]([S:30]([O-:31])(=[O:32])=[O:33])[cH:34][cH:35]1.[nH+:36]1[cH:37][cH:38][cH:39][cH:40][cH:41]1>>[CH2:1]([c:2]1[cH:3][cH:4][cH:5][cH:6][cH:7]1)[O:8][CH2:9][C:10]1([CH3:20])[CH2:11][C:12](=[O:13])[CH2:17][CH2:18][CH2:19]1. Reactants: N1CCC(CC1)CCC(=O)C=1C=C2CCC(N3C2=C(C1)CC3)=O (8-[3-(4-piperidinyl)propanoyl]-1,2,5,6-tetrahydro-4H-pyrrolo[3,2,1-ij]quinolin-4-one), CS(=O)(=O)OCCC1=CC=C(C=C1)Cl (2-(4-chlorophenyl)ethyl methanesulfonate). Yields the product Cl.ClC1=CC=C(C=C1)CCN1CCC(CC1)CCC(=O)C=1C=C2CCC(N3C2=C(C1)CC3)=O (8-(3-{1-[2-(4-Chlorophenyl)ethyl]-4-piperidinyl}propanoyl)-1,2,5,6-tetrahydro-4H-pyrrolo[3,2,1-ij]quinolin-4-one hydrochloride). Reaction SMILES: [NH:1]1[CH2:6][CH2:5][CH:4]([CH2:7][CH2:8][C:9]([C:11]2[CH:12]=[C:13]3[C:18]4=[C:19]([CH2:21][CH2:22][N:17]4[C:16](=[O:23])[CH2:15][CH2:14]3)[CH:20]=2)=[O:10])[CH2:3][CH2:2]1.CS(O[CH2:29][CH2:30][C:31]1[CH:36]=[CH:35][C:34]([Cl:37])=[CH:33][CH:32]=1)(=O)=O>>[ClH:37].[Cl:37][C:34]1[CH:35]=[CH:36][C:31]([CH2:30][CH2:29][N:1]2[CH2:2][CH2:3][CH:4]([CH2:7][CH2:8][C:9]([C:11]3[CH:12]=[C:13]4[C:18]5=[C:19]([CH2:21][CH2:22][N:17]5[C:16](=[O:23])[CH2:15][CH2:14]4)[CH:20]=3)=[O:10])[CH2:5][CH2:6]2)=[CH:32][CH:33]=1 |f:2.3|. Procedure details: Using 8-[3-(4-piperidinyl)propanoyl]-1,2,5,6-tetrahydro-4H-pyrrolo[3,2,1-ij]quinolin-4-one and 2-(4-chlorophenyl)ethyl methanesulfonate according to the same method as that of Example 81, the title compound was obtained as colorless crystals having a melting point of 204 to 206° C. The reactants are NC1=NC=C(C(=C1[N+](=O)[O-])N1CCN(CC1)CC(=O)NC=1SC=CN1)Br (2-[4-(2-amino-5-bromo-3-nitro-pyridin-4-yl)-piperazin-1-yl]-N-thiazol-2-yl-acetamide), CN(C1=CC=C(C=O)C=C1)C (4-dimethylamino benzaldehyde), [O-]S(=O)S(=O)[O-].[Na+].[Na+] (Na2S2O4). The solvent is C(C)O (ethanol). Yields the product BrC=1C(=C2C(=NC1)NC(=N2)C2=CC=C(C=C2)N(C)C)N2CCN(CC2)CC(=O)NC=2SC=CN2 (2-{4-[6-Bromo-2-(4-dimethylamino-phenyl)-3H-imidazo[4,5-b]pyridin-7-yl]-piperazin-1-yl}-N-thiazol-2-yl-acetamide), solid. The yield is 27.0%. Reaction SMILES: [NH2:1][C:2]1[C:7]([N+:8]([O-])=O)=[C:6]([N:11]2[CH2:16][CH2:15][N:14]([CH2:17][C:18]([NH:20][C:21]3[S:22][CH:23]=[CH:24][N:25]=3)=[O:19])[CH2:13][CH2:12]2)[C:5]([Br:26])=[CH:4][N:3]=1.[CH3:27][N:28]([CH3:37])[C:29]1[CH:36]=[CH:35][C:32]([CH:33]=O)=[CH:31][CH:30]=1.[O-]S(S([O-])=O)=O.[Na+].[Na+]>C(O)C>[Br:26][C:5]1[C:6]([N:11]2[CH2:16][CH2:15][N:14]([CH2:17][C:18]([NH:20][C:21]3[S:22][CH:23]=[CH:24][N:25]=3)=[O:19])[CH2:13][CH2:12]2)=[C:7]2[N:8]=[C:33]([C:32]3[CH:35]=[CH:36][C:29]([N:28]([CH3:37])[CH3:27])=[CH:30][CH:31]=3)[NH:1][C:2]2=[N:3][CH:4]=1 |f:2.3.4|. Procedure: To a mixture 2-[4-(2-amino-5-bromo-3-nitro-pyridin-4-yl)-piperazin-1-yl]-N-thiazol-2-yl-acetamide (0.100 g, 0.22 mmol) and ethanol (3 ml) was added 4-dimethylamino benzaldehyde (0.044 g, 0.29 mmol) and 1M aq. Na2S2O4 (900 μL, 0.9 mmol). The reaction mixture was stirred at reflux for 16 h then concentrated in vacuo. The crude product was purified by chromatography on silica gel (dichloromethane/ethyl acetate v/v 7:3, and then 0.5% to 2% methanol in ethyl acetate) to give the title compound as an ... Starting materials: C1CCOC1, CO, [Li+], COC(=O)c1ccc(NC(=O)Nc2ccc(-c3nc(N4CCOCC4)nc(N4CCOCC4)n3)cc2)cc1, [OH-], O, O. Yields the product O=C(Nc1ccc(C(=O)O)cc1)Nc1ccc(-c2nc(N3CCOCC3)nc(N3CCOCC3)n2)cc1. Reaction SMILES: [CH2:39]1[O:40][CH2:41][CH2:42][CH2:43]1.[CH3:44][OH:45].[Li+:47].[O:1]1[CH2:2][CH2:3][N:4]([c:7]2[n:8][c:9](-[c:19]3[cH:20][cH:21][c:22]([NH:25][C:26]([NH:27][c:28]4[cH:29][cH:30][c:31]([C:32](=[O:33])[O:34][CH3:35])[cH:36][cH:37]4)=[O:38])[cH:23][cH:24]3)[n:10][c:11]([N:13]3[CH2:14][CH2:15][O:16][CH2:17][CH2:18]3)[n:12]2)[CH2:5][CH2:6]1.[OH-:46].[OH2:48].[OH2:49]>>[O:1]1[CH2:2][CH2:3][N:4]([c:7]2[n:8][c:9](-[c:19]3[cH:20][cH:21][c:22]([NH:25][C:26]([NH:27][c:28]4[cH:29][cH:30][c:31]([C:32](=[O:33])[OH:34])[cH:36][cH:37]4)=[O:38])[cH:23][cH:24]3)[n:10][c:11]([N:13]3[CH2:14][CH2:15][O:16][CH2:17][CH2:18]3)[n:12]2)[CH2:5][CH2:6]1. Starting materials: CCCCCCCCNC(=O)N1CCC(S(=O)(=O)c2ccc(CCNCC(O)COc3ccc(O[Si](c4ccccc4)(c4ccccc4)C(C)(C)C)c(C)c3)cc2)CC1, CO, ClC(Cl)Cl. The product is CCCCCCCCNC(=O)N1CCC(S(=O)(=O)c2ccc(CCNCC(O)COc3ccc(O)c(C)c3)cc2)CC1. RXN SMILES: [C:1]([Si:2]([c:3]1[cH:4][cH:5][cH:48][cH:49][cH:50]1)([O:6][c:7]1[c:8]([CH3:47])[cH:9][c:10]([O:11][CH2:12][CH:13]([CH2:14][NH:15][CH2:16][CH2:17][c:18]2[cH:19][cH:20][c:21]([S:24](=[O:25])(=[O:26])[CH:27]3[CH2:28][CH2:29][N:30]([C:33](=[O:34])[NH:35][CH2:36][CH2:37][CH2:38][CH2:39][CH2:40][CH2:41][CH2:42][CH3:43])[CH2:31][CH2:32]3)[cH:22][cH:23]2)[OH:44])[cH:45][cH:46]1)[c:51]1[cH:52][cH:53][cH:54][cH:55][cH:56]1)([CH3:57])([CH3:58])[CH3:59].[CH3:60][OH:61].[CH:62]([Cl:63])([Cl:64])[Cl:65]>>[OH:6][c:7]1[c:8]([CH3:47])[cH:9][c:10]([O:11][CH2:12][CH:13]([CH2:14][NH:15][CH2:16][CH2:17][c:18]2[cH:19][cH:20][c:21]([S:24](=[O:25])(=[O:26])[CH:27]3[CH2:28][CH2:29][N:30]([C:33](=[O:34])[NH:35][CH2:36][CH2:37][CH2:38][CH2:39][CH2:40][CH2:41][CH2:42][CH3:43])[CH2:31][CH2:32]3)[cH:22][cH:23]2)[OH:44])[cH:45][cH:46]1. Starting materials: CCO[SiH](OCC)OCC, C1CCOC1, CCCCCCC(C)=O, CC(C)[O-], CC(C)[O-], CC(C)[O-], CC(C)[O-], [Na+], [OH-], [Ti+4]. Yields the product CCCCCCC(C)O. RXN SMILES: [CH2:1]([O:2][SiH:3]([O:4][CH2:5][CH3:6])[O:7][CH2:8][CH3:9])[CH3:10].[CH2:39]1[O:40][CH2:41][CH2:42][CH2:43]1.[CH3:11][C:12]([CH2:13][CH2:14][CH2:15][CH2:16][CH2:17][CH3:18])=[O:19].[CH3:22][CH:23]([CH3:24])[O-:25].[CH3:27][CH:28]([CH3:29])[O-:30].[CH3:31][CH:32]([CH3:33])[O-:34].[CH3:35][CH:36]([CH3:37])[O-:38].[Na+:21].[OH-:20].[Ti+4:26]>>[CH3:11][CH:12]([CH2:13][CH2:14][CH2:15][CH2:16][CH2:17][CH3:18])[OH:19].